This data is from the Open Reaction Database (ORD), a public repository of structured organic reaction records. The task is: describe an organic reaction: reactants, conditions, products, and yield The reactants are 4A, FC=1C=CC=C2C(C(NC12)=O)=O (7-fluoro-1H-indole-2,3-dione), ClC1=C2C(C(NC2=CC=C1)=O)=O (4-chloro-1H-indole-2,3-dione). Product: C1(=CC=CC=C1)C(N1C(C(C2=CC=CC(=C12)F)=O)=O)C1=CC=CC=C1 (1-(diphenylmethyl)-7-fluoro-1H-indole-2,3-dione). RXN SMILES: [F:1][C:2]1[CH:3]=[CH:4][CH:5]=[C:6]2[C:10]=1[NH:9][C:8](=[O:11])[C:7]2=[O:12].Cl[C:14]1[CH:22]=[CH:21][CH:20]=[C:19]2[C:15]=1[C:16](=O)[C:17](=O)N2>>[C:15]1([CH:16]([C:17]2[CH:4]=[CH:3][CH:2]=[CH:10][CH:6]=2)[N:9]2[C:10]3[C:6](=[CH:5][CH:4]=[CH:3][C:2]=3[F:1])[C:7](=[O:12])[C:8]2=[O:11])[CH:19]=[CH:20][CH:21]=[CH:22][CH:14]=1. Procedure details: Following the procedure as described in PREPARATION 4A, and making non-critical variations using 7-fluoro-1H-indole-2,3-dione (Kalia, N., et al., J. Med. Chem. 2007; 50:21-39) to replace 4-chloro-1H-indole-2,3-dione, 1-(diphenylmethyl)-7-fluoro-1H-indole-2,3-dione was obtained (56%) as an orange solid: 1H NMR (300 MHz, CDCl3) δ 7.52-7.47 (m, 1H), 7.42-7.30 (m, 10H), 7.29-7.21 (m, 1H), 7.13-7.05 (m, 1H), 6.99 (br s, 1H); MS (ES+) m/z 353.9 (M+23). Reactants: FC(C(=O)O)(F)F.[N+](=O)([O-])C1=CC=C(COC(=O)N(CCC)C2CCNCC2)C=C1 (4-(N-((4-Nitrobenzyl)oxycarbonyl)-N-(prop-1-yl)amino)-piperidine trifluoroacetate), C(=O)[C@H]1CN(C[C@@H]1C1=CC=CC=C1)[C@@H](C(=O)OCC1=CC=C(C=C1)OC)C1CCCCC1 (2-(R)-(3-(R)-formyl-4-(S)-phenyl-pyrrolidin-1-yl)-2-(cyclohexyl)acetic acid, (4-methoxy)benzyl ester). Product: [N+](=O)([O-])C1=CC=C(COC(=O)N(CCC)C2CCN(CC2)C[C@H]2CN(C[C@@H]2C2=CC=CC=C2)[C@@H](C(=O)O)C2CCCCC2)C=C1 (2-(R)-(3-(S)-(4-(N-((4-Nitrobenzyl)oxycarbonyl)-N-(prop-1-yl)amino)-piperidin-1-yl)methyl-4-(S)-phenyl-pyrrolidin-1-yl)-2-(cyclohexyl)acetic acid). Yield: 86.3%. As a reaction SMILES: FC(F)(F)C(O)=O.[N+:8]([C:11]1[CH:30]=[CH:29][C:14]([CH2:15][O:16][C:17]([N:19]([CH:23]2[CH2:28][CH2:27][NH:26][CH2:25][CH2:24]2)[CH2:20][CH2:21][CH3:22])=[O:18])=[CH:13][CH:12]=1)([O-:10])=[O:9].[CH:31]([C@@H:33]1[C@@H:37]([C:38]2[CH:43]=[CH:42][CH:41]=[CH:40][CH:39]=2)[CH2:36][N:35]([C@H:44]([CH:57]2[CH2:62][CH2:61][CH2:60][CH2:59][CH2:58]2)[C:45]([O:47]CC2C=CC(OC)=CC=2)=[O:46])[CH2:34]1)=O>>[N+:8]([C:11]1[CH:12]=[CH:13][C:14]([CH2:15][O:16][C:17]([N:19]([CH:23]2[CH2:28][CH2:27][N:26]([CH2:31][C@@H:33]3[C@@H:37]([C:38]4[CH:39]=[CH:40][CH:41]=[CH:42][CH:43]=4)[CH2:36][N:35]([C@H:44]([CH:57]4[CH2:62][CH2:61][CH2:60][CH2:59][CH2:58]4)[C:45]([OH:47])=[O:46])[CH2:34]3)[CH2:25][CH2:24]2)[CH2:20][CH2:21][CH3:22])=[O:18])=[CH:29][CH:30]=1)([O-:10])=[O:9] |f:0.1|. Procedure: The title compound was prepared from 4-(N-((4-nitrobenzyl)oxycarbonyl)-N-(prop-1-yl)amino)-piperidine trifluoroacetate (21 mg, 0.048 mmol, from Step A) and 2-(R)-(3-(R)-formyl-4-(S)-phenyl-pyrrolidin-1-yl)-2-(cyclohexyl)acetic acid, 4-(methoxy)benzyl ester (14 mg, 0.028 mmol, Aldehyde 5) according to the method described in Example 1, Step C to give 15 mg (89%) of the title compound. ESI-MS: 621.4 (M+H); HPLC A: 2.61 min. The reagents and catalysts are [Cl-].[Cl-].[Zn+2] (ZnCl2). Run at time 2 hour. The product is FC(C1=CC=C(C(=O)C=CC(=O)O)C=C1)(F)F (3-(4-Trifluoromethylbenzoyl)acrylic Acid). Solvent: CCOCC (Et2O), CCOCC (Et2O), CCOCC (Et2O). Procedure details: Freshly fused ZnCl2 (82 g, 0.6 mole) was dissolved in dry Et2O (400 ml) and added dropwise to the Grignard reagent prepared from 4-bromobenzotrifluoride (112.5g, 0.5 mole) and Mg (12.2 g, 0.5 g-atom) in Et2O (600 ml). Maleic anhydride (44 g, 0.45 mole) in Et2O (400 ml) was added over 30 minutes with stirring at reflux. After 2 hours, the mixture was cooled and acidified to pH 2 with 10% HCl. The Et2O layer was separated and dried (MgSO4), and the Et2O evaporated. The residue was recrystallized f... Reactants: BrC1=CC=C(C=C1)C(F)(F)F (4-bromobenzotrifluoride), Mg, C1(\C=C/C(=O)O1)=O (Maleic anhydride), Grignard reagent, Cl (HCl). RXN SMILES: Br[C:2]1[CH:7]=[CH:6][C:5]([C:8]([F:11])([F:10])[F:9])=[CH:4][CH:3]=1.[C:12]1(=[O:18])[O:17][C:15](=[O:16])[CH:14]=[CH:13]1.Cl>CCOCC.[Cl-].[Cl-].[Zn+2]>[F:9][C:8]([F:11])([F:10])[C:5]1[CH:6]=[CH:7][C:2]([C:12]([CH:13]=[CH:14][C:15]([OH:17])=[O:16])=[O:18])=[CH:3][CH:4]=1 |f:4.5.6|. Conditions: temperature -18 celsius. The product is BrC1=CC(=C(C=C1)O)C(OC)OC (4-Bromo-2-dimethoxymethylphenol). RXN SMILES: [Br:1][C:2]1[CH:9]=[C:6](C=O)[C:5]([OH:10])=[CH:4][CH:3]=1.[CH:11]([O:16][CH3:17])([O:14][CH3:15])OC.C1(C)C=CC(S(O)(=O)=O)=CC=1.C(=O)(O)[O-].[Na+]>>[Br:1][C:2]1[CH:9]=[CH:6][C:5]([OH:10])=[C:4]([CH:11]([O:14][CH3:15])[O:16][CH3:17])[CH:3]=1 |f:3.4|. Reported procedure: A mixture of 5-bromosalicylaldehyde (41.0 g, 0.200 mol), trimethyl orthoformate (205 ml, 1.83 mol) and dry p-toluenesulfonic acid (1.77 g, 0.010 mol) was refluxed for 24 h. After the reaction mixture was cooled to the RT, sodium bicarbonate (50 g) was carefully added, and the mixture was ultrasonicated for 5 min. The liquid was separated; the solid was washed with dry benzene (25 ml) and removed by filtration. Combined solutions were evaporated. The residue was triturated with dry hexane (30 ml)... The reactants are BrC1=CC=C(C(C=O)=C1)O (5-bromosalicylaldehyde), C(OC)(OC)OC (trimethyl orthoformate), C1(=CC=C(C=C1)S(=O)(=O)O)C (p-toluenesulfonic acid), C([O-])(O)=O.[Na+] (sodium bicarbonate). Product: C(C)OC(=O)NCCCN1C=CC2=CC=CC(=C12)C(=O)N1C[C@H]([C@@H](C1)C1CC1)CN1CCC(CC1)C1=CC=C(C=C1)F (1-(N-(3-Ethoxycarbonylaminopropyl)-7-indolecarbonyl)-3-(R)-(4-(4-fluorophenyl)piperidinylmethyl)-4-(S)-(cyclopropyl)pyrrolidine). Reactants: NCCCN1C=CC2=CC=CC(=C12)C(=O)N1C[C@H]([C@@H](C1)C1CC1)CN1CCC(CC1)C1=CC=C(C=C1)F (1-(N-(3-aminopropyl)-7-indolecarbonyl)-3-(R)-(4-(4-fluorophenyl)piperidinylmethyl)-4-(S)-(cyclopropyl)pyrrolidine), C(C)(C)N(CC)C(C)C (diisopropylethylamine), C(=O)(O)[O-].[Na+] (NaHCO3). Conditions: time 8 hour. Procedure: To a solution of 0.02 g (0.4 mmol) of 1-(N-(3-aminopropyl)-7-indolecarbonyl)-3-(R)-(4-(4-fluorophenyl)piperidinylmethyl)-4-(S)-(cyclopropyl)pyrrolidine and 0.02 mL (0.12 mmol) of diisopropylethylamine in 2 mL of CH2C2 was added 0.007 mL (3 mmol) of ethylchlorofornate and the reaction mixture was stirred overnight at rt. To the reaction mixture was added 1 mL of sat'd NaHCO3 solution and the mixture was partitioned between EtOAc and water. The organic fractions were washed with sat'd NaCl solutio... Reaction SMILES: [NH2:1][CH2:2][CH2:3][CH2:4][N:5]1[C:13]2[C:8](=[CH:9][CH:10]=[CH:11][C:12]=2[C:14]([N:16]2[CH2:20][C@@H:19]([CH:21]3[CH2:23][CH2:22]3)[C@H:18]([CH2:24][N:25]3[CH2:30][CH2:29][CH:28]([C:31]4[CH:36]=[CH:35][C:34]([F:37])=[CH:33][CH:32]=4)[CH2:27][CH2:26]3)[CH2:17]2)=[O:15])[CH:7]=[CH:6]1.C(N([CH:44]([CH3:46])C)CC)(C)C.[C:47]([O-])([OH:49])=[O:48].[Na+]>>[CH2:44]([O:49][C:47]([NH:1][CH2:2][CH2:3][CH2:4][N:5]1[C:13]2[C:8](=[CH:9][CH:10]=[CH:11][C:12]=2[C:14]([N:16]2[CH2:20][C@@H:19]([CH:21]3[CH2:23][CH2:22]3)[C@H:18]([CH2:24][N:25]3[CH2:30][CH2:29][CH:28]([C:31]4[CH:36]=[CH:35][C:34]([F:37])=[CH:33][CH:32]=4)[CH2:27][CH2:26]3)[CH2:17]2)=[O:15])[CH:7]=[CH:6]1)=[O:48])[CH3:46] |f:2.3|.